The task is: describe an organic reaction: reactants, conditions, products, and yield. This data is from the Open Reaction Database (ORD), a public repository of structured organic reaction records. The reactants are C1CCOC1 (THF), P([O-])([O-])=O (phosphonate), C1CCOC1 (THF), BrCC#CC (1-bromo2-butyne), [H-].[Na+] (sodium hydride), C1CCOC1 (THF), C(CCC)[Li] (n-butyllithium), 1. The solvent is CCCCCC (hexane). Conditions: time 1 hour. Product: CC(C(CCC#CC)=O)C.P([O-])([O-])=O (Dimethyl-(2-oxo-5-heptyne) phosphonate). RXN SMILES: [H-].[Na+].[PH:3](=[O:6])([O-:5])[O-:4].[CH2:7]([Li])[CH2:8][CH2:9]C.Br[CH2:13][C:14]#CC.[CH2:17]1[CH2:21][O:20][CH2:19][CH2:18]1>CCCCCC>[CH3:9][CH:8]([CH3:7])[C:19](=[O:20])[CH2:18][CH2:17][C:21]#[C:13][CH3:14].[PH:3](=[O:4])([O-:6])[O-:5] |f:0.1,7.8|. Procedure details: To a stirred suspension of dry sodium hydride (3.13 g, 124.07 mmol) in dry THF (100 ml) at room temperature was added dropwise a solution of dimethyl 2-oxopropyl)-phosphonate (20.61 g, 124.07 mmol) in dry THF (50 ml) under N2. The reaction mixture was stirred for 1 h, then cooled in an ice-bath and treated with a solution of n-butyllithium (7.95 g, 124.07 mmol) in hexane, causing a dark brown solution to be formed. Stirring was continued for 1 h at 0° C., followed by dropwise addition of 1-bromo...